This data is from the Open Reaction Database (ORD), a public repository of structured organic reaction records. The task is: describe an organic reaction: reactants, conditions, products, and yield Reactants: [H-].[Al+3].[Li+].[H-].[H-].[H-] (lithium aluminum hydride), Cl.NCC1=CC=C(C(=O)OC)C=C1 (Methyl 4-(aminomethyl)-benzoate hydrochloride), C1CCOC1 (THF), [OH-].[Na+] (sodium hydroxide). Run at time 3 hour. The product is O=C1N(C(C2=CC=CC=C12)=O)CC1=CC=C(C=O)C=C1 (4-(1,3-dioxo-1,3-dihydroisoindol-2-ylmethyl)benzaldehyde). As a reaction SMILES: Cl.[NH2:2][CH2:3][C:4]1[CH:13]=[CH:12][C:7]([C:8]([O:10]C)=O)=[CH:6][CH:5]=1.[H-].[Al+3].[Li+].[H-].[H-].[H-].[OH-:20].[Na+].[CH2:22]1[CH2:26][O:25][CH2:24][CH2:23]1>>[O:20]=[C:24]1[C:23]2[C:22](=[CH:3][CH:4]=[CH:5][CH:6]=2)[C:26](=[O:25])[N:2]1[CH2:3][C:4]1[CH:5]=[CH:6][C:7]([CH:8]=[O:10])=[CH:12][CH:13]=1 |f:0.1,2.3.4.5.6.7,8.9|. Procedure: Methyl 4-(aminomethyl)-benzoate hydrochloride (manufactured by Aldrich Corporation) (773 mg) was dissolved in THF (50 ml) and then gradually added with lithium aluminum hydride (300 mg) under ice-cooling. The solution was stirred at room temperature for 3 hours and then cooled with ice, followed by gradual addition of a concentrated sodium hydroxide aqueous solution until foam was not observed. Celite filtration was carried out on the solution using chloroform as a solvent and then the filtrate ...